The task is: describe an organic reaction: reactants, conditions, products, and yield. This data is from the Open Reaction Database (ORD), a public repository of structured organic reaction records. Reaction SMILES: [C:1]([CH3:2])([CH3:3])([CH3:4])[c:5]1[cH:6][c:7]([NH:10][C:11](=[O:12])[NH:13][c:14]2[cH:15][c:16]([O:20][c:21]3[n:22][cH:23][n:24][c:25]4[cH:26][c:27]([O:35][CH3:36])[c:28]([O:31][CH2:32][CH2:33][Cl:34])[cH:29][c:30]34)[cH:17][cH:18][cH:19]2)[n:8][o:9]1.[CH3:37][N:38]1[CH2:39][CH2:40][NH:41][CH2:42][CH2:43]1>>[C:1]([CH3:2])([CH3:3])([CH3:4])[c:5]1[cH:6][c:7]([NH:10][C:11](=[O:12])[NH:13][c:14]2[cH:15][c:16]([O:20][c:21]3[n:22][cH:23][n:24][c:25]4[cH:26][c:27]([O:35][CH3:36])[c:28]([O:31][CH2:32][CH2:33][N:41]5[CH2:40][CH2:39][N:38]([CH3:37])[CH2:43][CH2:42]5)[cH:29][c:30]34)[cH:17][cH:18][cH:19]2)[n:8][o:9]1. Starting materials: COc1cc2ncnc(Oc3cccc(NC(=O)Nc4cc(C(C)(C)C)on4)c3)c2cc1OCCCl, CN1CCNCC1. Yields the product COc1cc2ncnc(Oc3cccc(NC(=O)Nc4cc(C(C)(C)C)on4)c3)c2cc1OCCN1CCN(C)CC1.